This data is from the Open Reaction Database (ORD), a public repository of structured organic reaction records. The task is: describe an organic reaction: reactants, conditions, products, and yield Reactants: Cc1cc(Br)c(Br)c(C(=O)O)c1, CCN=C=NCCCN(C)C, ClC(Cl)Cl, Cl, [NH4+], [OH-], On1nnc2ccccc21. Yields the product Cc1cc(Br)c(Br)c(C(N)=O)c1. RXN SMILES: [Br:1][c:2]1[c:3]([C:4](=[O:5])[OH:6])[cH:7][c:8]([CH3:12])[cH:9][c:10]1[Br:11].[CH3:14][N:15]([CH3:16])[CH2:17][CH2:18][CH2:19][N:20]=[C:21]=[N:22][CH2:23][CH3:24].[CH:37]([Cl:38])([Cl:39])[Cl:40].[ClH:13].[NH4+:35].[OH-:36].[OH:25][n:26]1[c:27]2[cH:28][cH:29][cH:30][cH:31][c:32]2[n:33][n:34]1>>[Br:1][c:2]1[c:3]([C:4](=[O:5])[NH2:15])[cH:7][c:8]([CH3:12])[cH:9][c:10]1[Br:11]. The reactants are ClCCl, CS(=O)(=O)Cl, Cl, NCC1CCCc2cc(S(=O)(=O)c3cccc(F)c3)ccc21, c1ccncc1. Yields the product CS(=O)(=O)NCC1CCCc2cc(S(=O)(=O)c3cccc(F)c3)ccc21. As a reaction SMILES: [CH2:29]([Cl:30])[Cl:31].[CH3:24][S:25]([Cl:26])(=[O:27])=[O:28].[ClH:1].[F:2][c:3]1[cH:4][c:5]([S:9](=[O:10])(=[O:11])[c:12]2[cH:13][c:14]3[c:19]([cH:20][cH:21]2)[CH:18]([CH2:22][NH2:23])[CH2:17][CH2:16][CH2:15]3)[cH:6][cH:7][cH:8]1.[cH:32]1[cH:33][cH:34][n:35][cH:36][cH:37]1>>[F:2][c:3]1[cH:4][c:5]([S:9](=[O:10])(=[O:11])[c:12]2[cH:13][c:14]3[c:19]([cH:20][cH:21]2)[CH:18]([CH2:22][NH:23][S:25]([CH3:24])(=[O:27])=[O:28])[CH2:17][CH2:16][CH2:15]3)[cH:6][cH:7][cH:8]1.